Dataset: the Open Reaction Database (ORD), a public repository of structured organic reaction records. Task: describe an organic reaction: reactants, conditions, products, and yield Starting materials: C(C)(C)(C)OC(=O)C1=C(SC=2CN(C(CC21)CN)CC2=CC=C(C=C2)OC)N (2-amino-5-aminomethyl-6-(4-methoxy-benzyl)-4,5,6,7-tetrahydro-thieno[2,3-c]pyridine-3-carboxylic acid tert-butyl ester), C(C)(C)N(CC)C(C)C (diisopropyl ethylamine), COC(C1=C(C(C(=O)OC)=CC(=C1)OC)CBr)=O (2-bromomethyl-5-methoxy-isophthalic acid dimethyl ester). Run in C(C)#N (acetonitrile). Reaction conditions: time 16 hour. The product is C(C)(C)(C)OC(=O)C1=C(SC=2CN(C(CC21)CN2C(C1=CC(=CC(=C1C2)C(=O)OC)OC)=O)CC2=CC=C(C=C2)OC)N (2-amino-6-(4-methoxy-benzyl)-5-(6-methoxy-4-methoxycarbonyl-1-oxo-1,3-dihydro-isoindol-2-ylmethyl)-4,5,6,7-tetrahydro-thieno[2,3-c]pyridine-3-carboxylic acid tert-butyl ester). Yield: 71.8%. RXN SMILES: [C:1]([O:5][C:6]([C:8]1[C:16]2[CH2:15][CH:14]([CH2:17][NH2:18])[N:13]([CH2:19][C:20]3[CH:25]=[CH:24][C:23]([O:26][CH3:27])=[CH:22][CH:21]=3)[CH2:12][C:11]=2[S:10][C:9]=1[NH2:28])=[O:7])([CH3:4])([CH3:3])[CH3:2].C(N(C(C)C)CC)(C)C.C[O:39][C:40](=O)[C:41]1[CH:50]=[C:49]([O:51][CH3:52])[CH:48]=[C:43]([C:44]([O:46][CH3:47])=[O:45])[C:42]=1[CH2:53]Br>C(#N)C>[C:1]([O:5][C:6]([C:8]1[C:16]2[CH2:15][CH:14]([CH2:17][N:18]3[CH2:53][C:42]4[C:41](=[CH:50][C:49]([O:51][CH3:52])=[CH:48][C:43]=4[C:44]([O:46][CH3:47])=[O:45])[C:40]3=[O:39])[N:13]([CH2:19][C:20]3[CH:21]=[CH:22][C:23]([O:26][CH3:27])=[CH:24][CH:25]=3)[CH2:12][C:11]=2[S:10][C:9]=1[NH2:28])=[O:7])([CH3:4])([CH3:3])[CH3:2]. Procedure details: To a solution of 2-amino-5-aminomethyl-6-(4-methoxy-benzyl)-4,5,6,7-tetrahydro-thieno[2,3-c]pyridine-3-carboxylic acid tert-butyl ester (57.4 mg, 0.142 mmol) and diisopropyl ethylamine (49 μl, 0.28 mmol) in acetonitrile (20 ml) at room temperature was added 2-bromomethyl-5-methoxy-isophthalic acid dimethyl ester (3.00 g, 7.45 mmol). The solution was stirred for 16 hours and the solvent evaporated in vacuo. The residue was taken into ethyl acetate (50 ml) and washed with water (2×20 ml), 1 N hydr... The reactants are OC=1C(=C2C(CC3(SC2=C(C1C)C)CCC3)=O)C (6′-hydroxy-5′,7′,8′-trimethylspiro[cyclobutane-1,2′-thiochromen]-4′(3′H)-one), Cl.CON (methoxyamine hydrochloride). Solvent: N1=CC=CC=C1 (pyridine). Run at time 8 hour. Yields the product CON=C1CC2(SC3=C(C(=C(C(=C13)C)O)C)C)CCC2 (6′-hydroxy-5′,7′,8′-trimethylspiro[cyclobutane-1,2′-thiochromen]-4′(3′H)-one O-methyloxime). As a reaction SMILES: [OH:1][C:2]1[C:3]([CH3:18])=[C:4]2[C:9](=[C:10]([CH3:13])[C:11]=1[CH3:12])[S:8][C:7]1([CH2:16][CH2:15][CH2:14]1)[CH2:6][C:5]2=O.Cl.[CH3:20][O:21][NH2:22]>N1C=CC=CC=1>[CH3:20][O:21][N:22]=[C:5]1[C:4]2[C:9](=[C:10]([CH3:13])[C:11]([CH3:12])=[C:2]([OH:1])[C:3]=2[CH3:18])[S:8][C:7]2([CH2:16][CH2:15][CH2:14]2)[CH2:6]1 |f:1.2|. Reported procedure: To a solution of 6′-hydroxy-5′,7′,8′-trimethylspiro[cyclobutane-1,2′-thiochromen]-4′(3′H)-one prepared as described above (300 mg) in 2 mL of pyridine was added methoxyamine hydrochloride (192 mg, 2.3 mmol). The reaction mixture was allowed to stir overnight. The mixture was washed with water and extracted with ethyl acetate. After concentration in vacuo, the residue was purified by flash chromatography eluted with 20% ethyl acetate in hexane to give 150 mg of 6′-hydroxy-5′,7′,8′-trimethylspiro[... The reactants are CC(C)(N)c1cccc(C(F)(F)F)n1, ClCCl, N#Cc1ccc(N2C(=O)C(=O)CC2c2cccc(OC(F)(F)F)c2)cc1, CC(NC1=CC(c2cccc(OC(F)(F)F)c2)N(c2ccc(C#N)cc2)C1=O)c1ccccc1, O, O=C(O)C(F)(F)F. Product: CC(C)(NC1=CC(c2cccc(OC(F)(F)F)c2)N(c2ccc(C#N)cc2)C1=O)c1cccc(C(F)(F)F)n1. Reaction SMILES: [CH3:68][C:69]([CH3:70])([c:71]1[n:72][c:73]([C:77]([F:78])([F:79])[F:80])[cH:74][cH:75][cH:76]1)[NH2:81].[Cl:82][CH2:83][Cl:84].[O:42]=[C:43]1[C:44](=[O:45])[CH2:46][CH:47]([c:48]2[cH:49][cH:50][cH:51][c:52]([O:53][C:54]([F:55])([F:56])[F:57])[cH:58]2)[N:59]1[c:60]1[cH:61][cH:62][c:63]([C:64]#[N:65])[cH:66][cH:67]1.[O:8]=[C:9]1[N:10]([c:34]2[cH:35][cH:36][c:37]([C:38]#[N:39])[cH:40][cH:41]2)[CH:11]([c:23]2[cH:24][c:25]([O:29][C:30]([F:31])([F:32])[F:33])[cH:26][cH:27][cH:28]2)[CH:12]=[C:13]1[NH:14][CH:15]([c:16]1[cH:17][cH:18][cH:19][cH:20][cH:21]1)[CH3:22].[OH2:85].[OH:1][C:2]([C:3]([F:4])([F:5])[F:6])=[O:7]>>[O:8]=[C:9]1[N:10]([c:34]2[cH:35][cH:36][c:37]([C:38]#[N:39])[cH:40][cH:41]2)[CH:11]([c:23]2[cH:24][c:25]([O:29][C:30]([F:31])([F:32])[F:33])[cH:26][cH:27][cH:28]2)[CH:12]=[C:13]1[NH:81][C:69]([CH3:68])([CH3:70])[c:71]1[n:72][c:73]([C:77]([F:78])([F:79])[F:80])[cH:74][cH:75][cH:76]1. The reactants are CN(C=O)C (N,N-Dimethylformamide), BrC1=CC(=CC=C1)CC=1N=C(OC1C)C1=CC=C(C=C1)C (1-bromo-3-{[5-methyl-2-(p-tolyl)oxazol-4-yl]methyl}benzene), C(=O)[O-].[Na+] (sodium formate). The reagents and catalysts are C1([P]([Pd][P](C2=CC=CC=C2)(C3=CC=CC=C3)C4=CC=CC=C4)(C5=CC=CC=C5)C6=CC=CC=C6)=CC=CC=C1 (bis(triphenylphosphine)palladium). Solvent: O (water). Run at temperature 110 celsius, time 9 hour. The product is CC1=C(N=C(O1)C1=CC=C(C=C1)C)CC=1C=C(C=O)C=CC1 (3-{[5-Methyl-2-(p-tolyl)oxazol-4-yl]methyl}-benzaldehyde). As a reaction SMILES: CN(C)[CH:3]=[O:4].Br[C:7]1[CH:12]=[CH:11][CH:10]=[C:9]([CH2:13][C:14]2[N:15]=[C:16]([C:20]3[CH:25]=[CH:24][C:23]([CH3:26])=[CH:22][CH:21]=3)[O:17][C:18]=2[CH3:19])[CH:8]=1.C([O-])=O.[Na+]>C1(C=CC=CC=1)[P](C1C=CC=CC=1)(C1C=CC=CC=1)[Pd][P](C1C=CC=CC=1)(C1C=CC=CC=1)C1C=CC=CC=1.O>[CH3:19][C:18]1[O:17][C:16]([C:20]2[CH:25]=[CH:24][C:23]([CH3:26])=[CH:22][CH:21]=2)=[N:15][C:14]=1[CH2:13][C:9]1[CH:8]=[C:7]([CH:12]=[CH:11][CH:10]=1)[CH:3]=[O:4] |f:2.3,^1:36,50|. Procedure: N,N-Dimethylformamide (30 ml) was added to 9.48 g of 1-bromo-3-{[5-methyl-2-(p-tolyl)oxazol-4-yl]methyl}benzene, 2.83 g of sodium formate and 0.97 g of bis(triphenylphosphine)palladium (II) dichloride, and the mixture was stirred for 9 hours at 110° C. under bubbling carbon monoxide. To the reaction solution was added water, and extracted with ethyl acetate, filtered to remove insolubles, dried over anhydrous magnesium sulfate and concentrated. The residue was purified by silica gel column chrom... Reactants: NC1=NC(=C2N=C(NC2=N1)SC)N1CCN(CC1)C(COC1=CC=C(C=C1)Cl)=O (2-amino-6-[4-(4-chlorophenoxyacetyl)piperazin-1-yl]-8-methylthio-9H-purine), CI (methyl iodide). Yields the product NC1=NC(=C2N=C(N(C2=N1)C)SC)N1CCN(CC1)C(COC1=CC=C(C=C1)Cl)=O (1-(4-(2-amino-9-methyl-8-(methylthio)-9H-purin-6-yl)piperazin-1-yl)-2-(4-chlorophenoxy)ethanone). Yield: 97.0%. As a reaction SMILES: [NH2:1][C:2]1[N:10]=[C:9]2[C:5]([N:6]=[C:7]([S:11][CH3:12])[NH:8]2)=[C:4]([N:13]2[CH2:18][CH2:17][N:16]([C:19](=[O:29])[CH2:20][O:21][C:22]3[CH:27]=[CH:26][C:25]([Cl:28])=[CH:24][CH:23]=3)[CH2:15][CH2:14]2)[N:3]=1.[CH3:30]I>>[NH2:1][C:2]1[N:10]=[C:9]2[C:5]([N:6]=[C:7]([S:11][CH3:12])[N:8]2[CH3:30])=[C:4]([N:13]2[CH2:18][CH2:17][N:16]([C:19](=[O:29])[CH2:20][O:21][C:22]3[CH:27]=[CH:26][C:25]([Cl:28])=[CH:24][CH:23]=3)[CH2:15][CH2:14]2)[N:3]=1. Procedure: This compound was synthesized from 2-amino-6-[4-(4-chlorophenoxyacetyl)piperazin-1-yl]-8-methylthio-9H-purine using methyl iodide, yielding the title compound in 97% yield. Reactants: [N+](=O)([O-])C1=NC(=NN1)CC(=O)O ((5-Nitro-1H-[1,2,4]triazol-3-yl)-acetic acid), C(C1=CC=CC=C1)[C@H]1CN(CCN1)C1=CC(=C(C=C1)OC)OC1CCC1 (3(S)-benzyl-1-(3-cyclobutoxy-4-methoxy-phenyl)-piperazine), C(C1=CC=CC=C1)[C@H]1CN(CCN1)C1=CC(=C(C=C1)OC)OC1CCC1 (3(S)-benzyl-1-(3-cyclobutoxy-4-methoxy-phenyl)-piperazine). The product is C(C1=CC=CC=C1)[C@@H]1N(CCN(C1)C1=CC(=C(C=C1)OC)OC1CCC1)C(CC1=NNC(=N1)[N+](=O)[O-])=O ((S)-1-(2-benzyl-4-(3-cyclobutoxy-4-methoxyphenyl)piperazin-1-yl)-2-(5-nitro-1H-1,2,4-triazol-3-yl)ethanone). As a reaction SMILES: [N+:1]([C:4]1[NH:8][N:7]=[C:6]([CH2:9][C:10]([OH:12])=O)[N:5]=1)([O-:3])=[O:2].[CH2:13]([C@@H:20]1[NH:25][CH2:24][CH2:23][N:22]([C:26]2[CH:31]=[CH:30][C:29]([O:32][CH3:33])=[C:28]([O:34][CH:35]3[CH2:38][CH2:37][CH2:36]3)[CH:27]=2)[CH2:21]1)[C:14]1[CH:19]=[CH:18][CH:17]=[CH:16][CH:15]=1>>[CH2:13]([C@H:20]1[CH2:21][N:22]([C:26]2[CH:31]=[CH:30][C:29]([O:32][CH3:33])=[C:28]([O:34][CH:35]3[CH2:38][CH2:37][CH2:36]3)[CH:27]=2)[CH2:23][CH2:24][N:25]1[C:10](=[O:12])[CH2:9][C:6]1[N:5]=[C:4]([N+:1]([O-:3])=[O:2])[NH:8][N:7]=1)[C:14]1[CH:15]=[CH:16][CH:17]=[CH:18][CH:19]=1. Procedure: Prepared by the method outlined for Example 189 using (5-Nitro-1H-[1,2,4]triazol-3-yl)-acetic acid and 3(S)-benzyl-1-(3-cyclobutoxy-4-methoxy-phenyl)-piperazine (Example 7, Compound 95) as starting materials to afford product as an oil. LC/MS (Method B) 3.18 min, [M+1]+ 507. Potency class B. The reactants are C(C)(C)(C)OC(=O)N(C(=O)OC(C)(C)C)C1=NC=C(C(=C1F)C=1C(N(C2=CC(=NC=C2C1)NCC)C)=O)F (3-(2-(N,N-bis-(t-butoxycarbonyl)amino)-3,5-difluoropyridin-4-yl)-7-(ethylamino)-1-methyl-1,6-naphthyridin-2(1H)-one), FC(C(=O)O)(F)F (trifluoroacetic acid). Solvent: C(Cl)Cl (DCM). Conditions: time 1 hour. Product: NC1=NC=C(C(=C1F)C=1C(N(C2=CC(=NC=C2C1)NCC)C)=O)F (3-(2-Amino-3,5-difluoropyridin-4-yl)-7-(ethylamino)-1-methyl-1,6-naphthyridin-2(1H)-one). As a reaction SMILES: C(OC([N:8]([C:16]1[C:21]([F:22])=[C:20]([C:23]2[C:24](=[O:37])[N:25]([CH3:36])[C:26]3[C:31]([CH:32]=2)=[CH:30][N:29]=[C:28]([NH:33][CH2:34][CH3:35])[CH:27]=3)[C:19]([F:38])=[CH:18][N:17]=1)C(OC(C)(C)C)=O)=O)(C)(C)C.FC(F)(F)C(O)=O>C(Cl)Cl>[NH2:8][C:16]1[C:21]([F:22])=[C:20]([C:23]2[C:24](=[O:37])[N:25]([CH3:36])[C:26]3[C:31]([CH:32]=2)=[CH:30][N:29]=[C:28]([NH:33][CH2:34][CH3:35])[CH:27]=3)[C:19]([F:38])=[CH:18][N:17]=1. Procedure details: To a solution of 3-(2-(N,N-bis-(t-butoxycarbonyl)amino)-3,5-difluoropyridin-4-yl)-7-(ethylamino)-1-methyl-1,6-naphthyridin-2(1H)-one (32 mg) in DCM (10 mL) was added trifluoroacetic acid (5 mL). The mixture was stirred at room temperature for 1 h. The solvent was removed and the residue was partitioned between ethyl acetate and aqueous sodium bicarbonate solution. The organic phase was washed with brine and was then dried over sodium sulfate, filtered, and concentrated. The residue was chromatog...